describe an organic reaction: reactants, conditions, products, and yield From a dataset of the Open Reaction Database (ORD), a public repository of structured organic reaction records. The reactants are CCOC(=O)CC(=O)OCC, CCO, [Na], Cc1ccc(S(=O)(=O)OCC2=Cc3ccccc32)cc1. Yields the product CCOC(=O)C(CC1=Cc2ccccc21)C(=O)OCC. RXN SMILES: [C:2]([CH2:3][C:4](=[O:5])[O:6][CH2:7][CH3:8])(=[O:9])[O:10][CH2:11][CH3:12].[CH3:33][CH2:34][OH:35].[Na:1].[c:13]1([CH3:14])[cH:15][cH:16][c:17]([S:18]([O:19][CH2:23][C:24]2=[CH:25][c:26]3[c:27]2[cH:28][cH:29][cH:30][cH:31]3)(=[O:20])=[O:21])[cH:22][cH:32]1>>[C:2]([CH:3]([C:4](=[O:5])[O:6][CH2:7][CH3:8])[CH2:23][C:24]1=[CH:25][c:26]2[c:27]1[cH:28][cH:29][cH:30][cH:31]2)(=[O:9])[O:10][CH2:11][CH3:12]. Reactants: C(=O)(OCC)C=1C=C2C(C3=NC4=CC=CC=C4C(N3C2=CC1)=O)=O (8-Carboethoxyindolo[2,1-b]quinazoline-6,12-dione), Cl (HCl). Run in C[Si](C)(C)I (trimethylsilyl iodide), CCOCC (ether), [OH-].[Na+] (NaOH). Product: C(=O)(O)C=1C=C2C(C3=NC4=CC=CC=C4C(N3C2=CC1)=O)=O (8-carboxyindolo[2,1-b]quinazoline-6,12-dione). Reaction SMILES: [C:1]([C:6]1[CH:7]=[C:8]2[C:20](=[CH:21][CH:22]=1)[N:19]1[C:10](=[N:11][C:12]3[C:17]([C:18]1=[O:23])=[CH:16][CH:15]=[CH:14][CH:13]=3)[C:9]2=[O:24])([O:3]CC)=[O:2].Cl>C[Si](I)(C)C.CCOCC.[OH-].[Na+]>[C:1]([C:6]1[CH:7]=[C:8]2[C:20](=[CH:21][CH:22]=1)[N:19]1[C:10](=[N:11][C:12]3[C:17]([C:18]1=[O:23])=[CH:16][CH:15]=[CH:14][CH:13]=3)[C:9]2=[O:24])([OH:3])=[O:2] |f:4.5|. Procedure details: A solution of 8-carboethoxyindolo[2,1-b]quinazoline-6,12-dione (2 mmol, from Example 42) in 3 mL of trimethylsilyl iodide (TMSI) is heated to 100° C. for 4 h. The reaction mixture is cooled to room temperature, diluted with ether, and 3 mL of 0.5N NaOH solution is added. The reaction mixture is acidified with 6N HCl and extracted with chloroform. The chloroform extracts are dried, filtered, and concentrated to give 8-carboxyindolo[2,1-b]quinazoline-6,12-dione.